This data is from the Open Reaction Database (ORD), a public repository of structured organic reaction records. The task is: describe an organic reaction: reactants, conditions, products, and yield Reactants: C(CC(=O)OCC)(=O)OCC (diethyl malonate), [H-].[Na+] (sodium hydride), C(C1=CC=CC=C1)(C1=CC=CC=C1)N1CC(C1)S(=O)(=O)C1=CC=C(C=C1)C (1-Benzhydryl-3-(toluene-4-sulfonyl)-azetidine). Solvent: CN(C=O)C (dimethyl formamide). Conditions: time 2 hour. Yields the product C(C)OC(C(C(=O)OCC)C1CN(C1)C(C1=CC=CC=C1)C1=CC=CC=C1)=O (2-(1-benzhydryl-azetidin-3-yl)-malonic acid diethyl ester). Reaction SMILES: [H-].[Na+].[C:3]([O:11][CH2:12][CH3:13])(=[O:10])[CH2:4][C:5]([O:7][CH2:8][CH3:9])=[O:6].[CH:14]([N:27]1[CH2:30][CH:29](S(C2C=CC(C)=CC=2)(=O)=O)[CH2:28]1)([C:21]1[CH:26]=[CH:25][CH:24]=[CH:23][CH:22]=1)[C:15]1[CH:20]=[CH:19][CH:18]=[CH:17][CH:16]=1>CN(C)C=O>[CH2:12]([O:11][C:3](=[O:10])[CH:4]([CH:29]1[CH2:30][N:27]([CH:14]([C:15]2[CH:20]=[CH:19][CH:18]=[CH:17][CH:16]=2)[C:21]2[CH:26]=[CH:25][CH:24]=[CH:23][CH:22]=2)[CH2:28]1)[C:5]([O:7][CH2:8][CH3:9])=[O:6])[CH3:13] |f:0.1|. Reported procedure: To a suspension of sodium hydride (4.97 g, 0.129 mol) in 130 mL of anhydrous dimethyl formamide was added diethyl malonate (22.7 mL, 0.142 mol) dropwise at 0° C. and this reaction mixture was stirred at room temperature for 2 h. 1-Benzhydryl-3-(toluene-4-sulfonyl)-azetidine was added to it dropwise at 0° C. and reaction mixture was refluxed at 110° C. for 20 h. Excess sodium hydride was quenched with ammonium chloride, DMF was removed, and the reaction mixture was partitioned between chloroform ... The reactants are [Cl-].[NH4+] (ammonium chloride), CS(=O)(=O)C1=CC=C(C=C1)Br (4-bromophenyl methyl sulfone), C[Si](C)(C)Cl (trimethylsilyl chloride), COC(/C(=C\C(C)C)/I)=O ((E)-2-iodo-4-methyl-pentenoic acid methyl ester), BrCCBr (1,2-dibromoethane). Reagents/catalysts: [Zn] (zinc), [Zn] (zinc), [Zn] (zinc), [Zn] (zinc), [Zn] (zinc), C=1C=CC(=CC1)/C=C/C(=O)/C=C/C2=CC=CC=C2.C=1C=CC(=CC1)/C=C/C(=O)/C=C/C2=CC=CC=C2.[Pd] (bis(dibenzylideneacetone)palladium(0)), C1(=CC=CC=C1)P(C1=CC=CC=C1)C1=CC=CC=C1 (triphenylphosphine), [Zn] (zinc). Solvent: O1CCCC1 (tetrahydrofuran), O1CCCC1 (tetrahydrofuran), O1CCCC1 (tetrahydrofuran), O1CCCC1 (tetrahydrofuran), O1CCCC1 (tetrahydrofuran). Conditions: temperature 25 celsius, time 15 minute. Product: hexanes ethyl acetate, COC(\C(=C\C(C)C)\C1=CC=C(C=C1)S(=O)(=O)C)=O ((E)-2-(4-(methanesulfonyl)-phenyl)-4-methyl-pentenoic acid methyl ester). The yield is 94.9%. Reaction SMILES: BrCCBr.C[Si](Cl)(C)C.[CH3:10][O:11][C:12](=[O:19])/[C:13](/I)=[CH:14]\[CH:15]([CH3:17])[CH3:16].[CH3:20][S:21]([C:24]1[CH:29]=[CH:28][C:27](Br)=[CH:26][CH:25]=1)(=[O:23])=[O:22].[Cl-].[NH4+]>O1CCCC1.[Zn].C1C=CC(/C=C/C(/C=C/C2C=CC=CC=2)=O)=CC=1.C1C=CC(/C=C/C(/C=C/C2C=CC=CC=2)=O)=CC=1.[Pd].C1(P(C2C=CC=CC=2)C2C=CC=CC=2)C=CC=CC=1>[CH3:10][O:11][C:12](=[O:19])/[C:13](/[C:27]1[CH:28]=[CH:29][C:24]([S:21]([CH3:20])(=[O:23])=[O:22])=[CH:25][CH:26]=1)=[CH:14]/[CH:15]([CH3:17])[CH3:16] |f:4.5,8.9.10|. Procedure: A mixture of zinc dust (1.71 g, 26 mmol, Aldrich, −325 mesh) and dry tetrahydrofuran (2 mL) under argon was treated with 1,2-dibromoethane (0.28 g, 1.5 mmol). The zinc suspension was then heated with a heat gun to ebullition, allowed to cool, and heated again. This process was repeated three times to make sure the zinc dust was activated. The activated zinc dust suspension was then treated with trimethylsilyl chloride (163 mg, 1.5 mmol), and the suspension was stirred for 15 min at 25° C. The re... Solvent: O (water), O (water). Run at time 4 hour. Procedure: In an 8 mL vial equipped with a stir bar was placed 1-[5′-(4-amino-phenylamino)-2′-methoxy-biphenyl-3-yl]-ethanone synthesized above (free base) (60.0 mg, 0.180 mmol), water (600 μL), acetic acid (300 μL) and sodium cyanate (46.8 mg, 0.720 mmol). The mixture was stirred at room temperature for 4 hours and then water (20 mL) was added followed by an P-traction with (2×30 mL). The organic portions were combined, washed with brine (30 mL), dried (MgSO4) and concentrated. The crude material was puri... The reactants are NC1=CC=C(C=C1)NC=1C=CC(=C(C1)C1=CC(=CC=C1)C(C)=O)OC (1-[5′-(4-amino-phenylamino)-2′-methoxy-biphenyl-3-yl]-ethanone), C(C)(=O)O (acetic acid), [O-]C#N.[Na+] (sodium cyanate). RXN SMILES: [NH2:1][C:2]1[CH:7]=[CH:6][C:5]([NH:8][C:9]2[CH:10]=[CH:11][C:12]([O:24][CH3:25])=[C:13]([C:15]3[CH:20]=[CH:19][CH:18]=[C:17]([C:21](=[O:23])[CH3:22])[CH:16]=3)[CH:14]=2)=[CH:4][CH:3]=1.C(O)(=O)C.[O-:30][C:31]#[N:32].[Na+]>O>[C:21]([C:17]1[CH:16]=[C:15]([C:13]2[C:12]([O:24][CH3:25])=[CH:11][CH:10]=[C:9]([NH:8][C:5]3[CH:4]=[CH:3][C:2]([NH:1][C:31]([NH2:32])=[O:30])=[CH:7][CH:6]=3)[CH:14]=2)[CH:20]=[CH:19][CH:18]=1)(=[O:23])[CH3:22] |f:2.3|. Isolated yield 47.0%. The product is C(C)(=O)C=1C=C(C=CC1)C1=CC(=CC=C1OC)NC1=CC=C(C=C1)NC(=O)N ([4-(3′-acetyl-6-methoxy-biphenyl-3-ylamino)-phenyl]-urea).